Dataset: the Open Reaction Database (ORD), a public repository of structured organic reaction records. Task: describe an organic reaction: reactants, conditions, products, and yield Starting materials: FC(C(=O)OCC)C(CF)=O (ethyl 2,4-difluoro-3-oxobutanoate), C(C)(=O)[O-].[NH4+] (ammonium acetate), C([O-])(O)=O.[Na+] (sodium bicarbonate). Solvent: CO (methanol). Reaction conditions: time 3 day. The product is FC(C(=O)OCC)=C(CF)N (ethyl 2,4-difluoro-3-amino-2-butenoate). Yield: 45.4%. Reaction SMILES: [F:1][CH:2]([C:8](=O)[CH2:9][F:10])[C:3]([O:5][CH2:6][CH3:7])=[O:4].C([O-])(=O)C.[NH4+:16].C(=O)(O)[O-].[Na+]>CO>[F:1][C:2](=[C:8]([NH2:16])[CH2:9][F:10])[C:3]([O:5][CH2:6][CH3:7])=[O:4] |f:1.2,3.4|. Reported procedure: A mixture of ethyl 2,4-difluoro-3-oxobutanoate (24.6 g, 0.148 mol), ammonium acetate (200 g, 2.6 mol) and anhydrous methanol (400 mL) is stirred at room temperature for 3 days. The solution is poured into a saturated aqueous solution of sodium bicarbonate (1L) and extracted four times with ether. The combined organic phases are washed with brine and dried over magnesium sulfate. The solvent is evaporated to yield ethyl 2,4-difluoro-3-amino-2-butenoate (11.1 g, 45%) The reactants are C(C)C(C(=O)O)(C(=O)O)C(C(C1=CC2=C(N=C(O2)C2=CC=CC=C2)C=C1)=O)C (2-ethyl-2-[1-methyl-2-oxo-2-(2-phenyl-benzoxazol-6-yl)-ethyl]-malonic acid), C(COCCO)O.COC (diethyleneglycol dimethylether). Run in O (water). Yields the product C(C)C(C(=O)O)C(C(C1=CC2=C(N=C(O2)C2=CC=CC=C2)C=C1)=O)C (2-ethyl-3-methyl-4-oxo-4-(2-phenyl-benzoxazol-6-yl)-butyric acid). RXN SMILES: [CH2:1]([C:3]([CH:10]([CH3:28])[C:11](=[O:27])[C:12]1[CH:26]=[CH:25][C:15]2[N:16]=[C:17]([C:19]3[CH:24]=[CH:23][CH:22]=[CH:21][CH:20]=3)[O:18][C:14]=2[CH:13]=1)(C(O)=O)[C:4]([OH:6])=[O:5])[CH3:2].C(O)COCCO.COC>O>[CH2:1]([CH:3]([CH:10]([CH3:28])[C:11](=[O:27])[C:12]1[CH:26]=[CH:25][C:15]2[N:16]=[C:17]([C:19]3[CH:20]=[CH:21][CH:22]=[CH:23][CH:24]=3)[O:18][C:14]=2[CH:13]=1)[C:4]([OH:6])=[O:5])[CH3:2] |f:1.2|. Reported procedure: 200 mg (524 μmol) 2-ethyl-2-[1-methyl-2-oxo-2-(2-phenyl-benzoxazol-6-yl)-ethyl]-malonic acid are heated together with 5 ml diethyleneglycol-dimethylether for 1 h at 140° C. in the microwave. The solv. is largely removed i.V., the residue is mixed with a little water and freeze-dried. Reactants: CCOC(=O)C(=O)OCC, CC(C)(C)c1cc(O)c(C(C)(C)C)cc1O, C=C(C)C(=O)OCCO, CCO, Cc1ccc(S(=O)(=O)O)cc1. Yields the product C=C(C)C(=O)OCCOC(=O)C(=O)OCC. RXN SMILES: [C:10]([C:11](=[O:12])[O:13][CH2:14][CH3:15])(=[O:16])[O:17][CH2:18][CH3:19].[C:31]([c:32]1[cH:33][c:34]([OH:35])[c:36]([C:37]([CH3:38])([CH3:39])[CH3:40])[cH:41][c:42]1[OH:43])([CH3:44])([CH3:45])[CH3:46].[CH3:1][C:2](=[CH2:3])[C:4](=[O:5])[O:6][CH2:7][CH2:8][OH:9].[CH3:47][CH2:48][OH:49].[c:20]1([CH3:21])[cH:22][cH:23][c:24]([S:25]([OH:26])(=[O:27])=[O:28])[cH:29][cH:30]1>>[CH3:1][C:2](=[CH2:3])[C:4](=[O:5])[O:6][CH2:7][CH2:8][O:9][C:10]([C:11](=[O:12])[O:13][CH2:14][CH3:15])=[O:16].